From a dataset of the Open Reaction Database (ORD), a public repository of structured organic reaction records. describe an organic reaction: reactants, conditions, products, and yield Starting materials: intermediate B, N1(CCOCC1)C1(CCC1)C#N (1-morpholin-4-yl-cyclobutanecarbonitrile), N1(CCOCC1)C1(CCC1)C#N (1-morpholin-4-yl-cyclobutanecarbonitrile), C1(=CC=CC=C1)[Li] (phenyllithium). Product: N1(CCOCC1)C1(CCC1)C(C1=CC=CC=C1)N (C-(1-Morpholin-4-yl-cyclobutyl)-C-phenyl-methylamine). RXN SMILES: [N:1]1([C:7]2([C:11]#[N:12])[CH2:10][CH2:9][CH2:8]2)[CH2:6][CH2:5][O:4][CH2:3][CH2:2]1.[C:13]1([Li])[CH:18]=[CH:17][CH:16]=[CH:15][CH:14]=1>>[N:1]1([C:7]2([CH:11]([NH2:12])[C:13]3[CH:18]=[CH:17][CH:16]=[CH:15][CH:14]=3)[CH2:10][CH2:9][CH2:8]2)[CH2:6][CH2:5][O:4][CH2:3][CH2:2]1. Procedure details: The title compound, light yellow liquid, MS: m/e=247.3 [(M+H)+], was prepared in accordance with the general method of intermediate B from 1-morpholin-4-yl-cyclobutanecarbonitrile (intermediate T) and phenyllithium.